Dataset: the Open Reaction Database (ORD), a public repository of structured organic reaction records. Task: describe an organic reaction: reactants, conditions, products, and yield Reactants: CCO, O=C(Nc1ncc([N+](=O)[O-])cn1)C1CCCC1, [H][H], O=[Pt]. The product is Nc1cnc(NC(=O)C2CCCC2)nc1. As a reaction SMILES: [CH3:20][CH2:21][OH:22].[CH:1]1([C:6](=[O:7])[NH:8][c:9]2[n:10][cH:11][c:12]([N+:15]([O-:16])=[O:17])[cH:13][n:14]2)[CH2:2][CH2:3][CH2:4][CH2:5]1.[H:18][H:19].[Pt:23]=[O:24]>>[CH:1]1([C:6](=[O:7])[NH:8][c:9]2[n:10][cH:11][c:12]([NH2:15])[cH:13][n:14]2)[CH2:2][CH2:3][CH2:4][CH2:5]1. Reactants: [Cl-].NC(=[NH2+])N (guanidinium chloride), C(C)(C)N(CC)C(C)C (diisopropylethylamine), NC1=C(C(=O)OC)C=C(C(=C1)C=1C=NC=CC1)S(=O)(=O)C (methyl 2-amino-4-(3-pyridyl)-5-methylsulfonylbenzoate). Run in CN1C(CCC1)=O (1-methylpyrrolidone). Run at time 15 minute. Product: NC(=NC(C1=C(C=C(C(=C1)S(=O)(=O)C)C=1C=NC=CC1)N)=O)N (N-diaminomethylene-2-amino-4-(3-pyridyl)-5-methylsulfonylbenzamide). RXN SMILES: [NH2:1][C:2]1[CH:11]=[C:10]([C:12]2[CH:13]=[N:14][CH:15]=[CH:16][CH:17]=2)[C:9]([S:18]([CH3:21])(=[O:20])=[O:19])=[CH:8][C:3]=1[C:4]([O:6]C)=O.[Cl-].[NH2:23][C:24]([NH2:26])=[NH2+:25].C(N(C(C)C)CC)(C)C>CN1CCCC1=O>[NH2:25][C:24]([NH2:26])=[N:23][C:4](=[O:6])[C:3]1[CH:8]=[C:9]([S:18]([CH3:21])(=[O:20])=[O:19])[C:10]([C:12]2[CH:13]=[N:14][CH:15]=[CH:16][CH:17]=2)=[CH:11][C:2]=1[NH2:1] |f:1.2|. Procedure: 1.0 g of methyl 2-amino-4-(3-pyridyl)-5-methylsulfonylbenzoate [obtainable by reacting methyl 2-amino-4-bromo-5-methylsulfonylbenzoate with pyridine-3-boronic acid] is dissolved in 15 ml of 1-methylpyrrolidone and the solution is stirred for 15 min. Subsequently 0.9 g of guanidinium chloride and 2.6 ml of diisopropylethylamine are added and the mixture is stirred at room temperature for one hour. Customary workup gives N-diaminomethylene-2-amino-4-(3-pyridyl)-5-methylsulfonylbenzamide. The product is COCOC=1C=C(C=CC1)CCC1=C(OCCC2CCN(CC2)C)C=CC=C1 (4-(2-{2-[2-(3-Methoxymethoxyphenyl)ethyl]phenoxy}ethyl)-1-methylpiperidine). The yield is 62.1%. The reactants are C(C)(C)(C)OC(=O)N1CCC(CC1)CCOC1=C(C=CC=C1)CCC1=CC(=CC=C1)OCOC (1-t-butoxycarbonyl-4-(2-{2-[2-(3-methoxymethoxyphenyl) ethyl]phenoxy }ethyl) piperidine), Example 55 ( a ), [H-].[Al+3].[Li+].[H-].[H-].[H-] (lithium aluminum hydride). Procedure details: Following a procedure similar to that described in Example 38, 1.40 g of 1-t-butoxycarbonyl-4-(2-{2-[2-(3-methoxymethoxyphenyl) ethyl]phenoxy }ethyl) piperidine [prepared as described in Example 55 (a) ] were reacted with 240 mg of lithium aluminum hydride dispersed in 30 ml of tetrahydrofuran. The mixture was then worked up as described in Example 38, and the crude product thus obtained was purified by column chromatography through silica gel, using a 10:1 by volume mixture of methylene chlorid... Solvent: O1CCCC1 (tetrahydrofuran). RXN SMILES: C(O[C:6]([N:8]1[CH2:13][CH2:12][CH:11]([CH2:14][CH2:15][O:16][C:17]2[CH:22]=[CH:21][CH:20]=[CH:19][C:18]=2[CH2:23][CH2:24][C:25]2[CH:30]=[CH:29][CH:28]=[C:27]([O:31][CH2:32][O:33][CH3:34])[CH:26]=2)[CH2:10][CH2:9]1)=O)(C)(C)C.[H-].[Al+3].[Li+].[H-].[H-].[H-]>O1CCCC1>[CH3:34][O:33][CH2:32][O:31][C:27]1[CH:26]=[C:25]([CH2:24][CH2:23][C:18]2[CH:19]=[CH:20][CH:21]=[CH:22][C:17]=2[O:16][CH2:15][CH2:14][CH:11]2[CH2:10][CH2:9][N:8]([CH3:6])[CH2:13][CH2:12]2)[CH:30]=[CH:29][CH:28]=1 |f:1.2.3.4.5.6|. Reactants: CNC(=O)C=1C(=C(C(=O)N)C(=C(C1I)C(NC)=O)I)I (3,5-bis(N-methylcarbamoyl)-2,4,6-triiodobenzoic acid amide), N(=O)[O-].[Na+] (sodium nitrite), O (water). Run in S(O)(O)(=O)=O (sulfuric acid), C(C)(=O)O (acetic acid). Reaction conditions: temperature 50 celsius, time 30 minute. Product: CNC(=O)C=1C(=C(C(=O)O)C(=C(C1I)C(NC)=O)I)I (3,5-bis(N-methylcarbamoyl)-2,4,6-triiodobenzoic acid). Yield: 86.9%. Reaction SMILES: [CH3:1][NH:2][C:3]([C:5]1[C:6]([I:20])=[C:7]([C:11]([I:19])=[C:12]([C:15](=[O:18])[NH:16][CH3:17])[C:13]=1[I:14])[C:8](N)=[O:9])=[O:4].N([O-])=[O:22].[Na+].O>C(O)(=O)C.S(=O)(=O)(O)O>[CH3:1][NH:2][C:3]([C:5]1[C:6]([I:20])=[C:7]([C:11]([I:19])=[C:12]([C:15](=[O:18])[NH:16][CH3:17])[C:13]=1[I:14])[C:8]([OH:22])=[O:9])=[O:4] |f:1.2|. Procedure details: 12.3 g of 3,5-bis(N-methylcarbamoyl)-2,4,6-triiodobenzoic acid amide is suspended in 80 ml of glacial acetic acid. Under agitation, a mixture of 1.66 g of sodium nitrite in 12 ml of concentrated sulfuric acid (prepared under ice cooling) is added in small portions at room temperature; during this step the temperature rises from 24° C. to 42° C. The mixture is then stirred for 3 hours at room temperature, 30 minutes at 50° C., and 90 minutes at 70° C. After agitating overnight at room temperature... Starting materials: FC1=CC2=C(C(=NO2)C2=CC=C(C=C2)OC[C@@H]2OC2)C=C1 ((R)-6-fluoro-3-(4-oxiranylmethoxy-phenyl)-benzo[d]isoxazole), ClC1=CC=C(C=C1)C1(CCNCC1)O (4-(4-chlorophenyl)-4-hydroxypiperidine). The solvent is CN(C=O)C (dimethylformamide), C(C)O (ethanol). The product is ClC1=CC=C(C=C1)C1(CCN(CC1)C[C@H](COC1=CC=C(C=C1)C1=NOC2=C1C=CC(=C2)F)O)O ((R)-4-(4-chloro-phenyl)-1-{3-[4-(6-fluoro-benzo[d]isoxazol-3-yl)-phenoxy]-2-hydroxy-propyl}-piperidin-4-ol). As a reaction SMILES: [F:1][C:2]1[CH:21]=[CH:20][C:5]2[C:6]([C:9]3[CH:14]=[CH:13][C:12]([O:15][CH2:16][C@H:17]4[CH2:19][O:18]4)=[CH:11][CH:10]=3)=[N:7][O:8][C:4]=2[CH:3]=1.[Cl:22][C:23]1[CH:28]=[CH:27][C:26]([C:29]2([OH:35])[CH2:34][CH2:33][NH:32][CH2:31][CH2:30]2)=[CH:25][CH:24]=1>CN(C)C=O.C(O)C>[Cl:22][C:23]1[CH:28]=[CH:27][C:26]([C:29]2([OH:35])[CH2:30][CH2:31][N:32]([CH2:19][C@@H:17]([OH:18])[CH2:16][O:15][C:12]3[CH:11]=[CH:10][C:9]([C:6]4[C:5]5[CH:20]=[CH:21][C:2]([F:1])=[CH:3][C:4]=5[O:8][N:7]=4)=[CH:14][CH:13]=3)[CH2:33][CH2:34]2)=[CH:25][CH:24]=1. Procedure details: The title compound is prepared from a mixture of (R)-6-fluoro-3-(4-oxiranylmethoxy-phenyl)-benzo[d]isoxazole in dimethylformamide and 4-(4-chlorophenyl)-4-hydroxypiperidine in ethanol, essentially as described above in Example 70. Purity by LC/MS=100%, [M+H]+=497. The reactants are O=C(C(=O)OCC)CCC (ethyl 2-ketopentanoate), C(=C)[Mg]Br (vinyl magnesium bromide). Run in C1CCOC1 (THF). The product is CC1(CCC(O1)=O)C=C (5-methyl-5-vinyl-dihydro-furan-2-one). The yield is 53.6%. Reaction SMILES: O=[C:2]([CH2:8]CC)[C:3]([O:5][CH2:6][CH3:7])=[O:4].[CH:11]([Mg]Br)=[CH2:12]>C1COCC1>[CH3:7][C:6]1([CH:11]=[CH2:12])[O:5][C:3](=[O:4])[CH2:2][CH2:8]1. Procedure details: To a solution of ethyl 2-ketopentanoate (10 mL, 71 mmol) in 100 mL of THF at −78° C. was added dropwise a solution of 1.0 M vinyl magnesium bromide (80 mL, 80 mmol). After completion of the addition, the mixture was stirred for two more hours, the cooling bath was removed and the mixture was gradually warmed to ambient temperature. After the removal of the most of the solvent, the residue was poured to 2N HCl aqueous solution, extracted with ethyl acetate and dried over MgSO4. Purification by la...